Dataset: the Open Reaction Database (ORD), a public repository of structured organic reaction records. Task: describe an organic reaction: reactants, conditions, products, and yield The reactants are O=C([O-])[O-], C1CCC(OC2CCNCC2)CC1, N#Cc1ccc(F)cc1, [K+], [K+], CN(C)C=O, O. Product: N#Cc1ccc(N2CCC(OC3CCCCC3)CC2)cc1. RXN SMILES: [C:23](=[O:24])([O-:25])[O-:26].[CH:10]1([O:16][CH:17]2[CH2:18][CH2:19][NH:20][CH2:21][CH2:22]2)[CH2:11][CH2:12][CH2:13][CH2:14][CH2:15]1.[F:1][c:2]1[cH:3][cH:4][c:5]([C:6]#[N:7])[cH:8][cH:9]1.[K+:27].[K+:28].[O:30]=[CH:31][N:32]([CH3:33])[CH3:34].[OH2:29]>>[c:2]1([N:20]2[CH2:19][CH2:18][CH:17]([O:16][CH:10]3[CH2:11][CH2:12][CH2:13][CH2:14][CH2:15]3)[CH2:22][CH2:21]2)[cH:3][cH:4][c:5]([C:6]#[N:7])[cH:8][cH:9]1. The reactants are OCC(C(=O)OC)(C)C (methyl 3-hydroxy-2,2-dimethylpropanoate), CC(=O)OI1(C=2C=CC=CC2C(=O)O1)(OC(=O)C)OC(=O)C (Dess-Martin periodinane). The solvent is C(Cl)Cl (DCM). Reaction conditions: time 18 hour. The product is CC(C(=O)OC)(C=O)C (methyl 2,2-dimethyl-3-oxo-propanoate). Yield: 98.1%. RXN SMILES: [OH:1][CH2:2][C:3]([CH3:9])([CH3:8])[C:4]([O:6][CH3:7])=[O:5].CC(OI1(OC(C)=O)(OC(C)=O)OC(=O)C2C=CC=CC1=2)=O>C(Cl)Cl>[CH3:8][C:3]([CH3:9])([CH:2]=[O:1])[C:4]([O:6][CH3:7])=[O:5]. Procedure details: Add methyl 3-hydroxy-2,2-dimethylpropanoate (33 g, 250 mmol) to Dess-Martin periodinane (106 g, 250 mmol) suspended in DCM (1000 mL) at 0° C. and stir at room temperature for 18 h. Filter the reaction mixture through a celite bed and concentrate the filtrate. Wash the concentrated filtrate with pentane (2×200 mL). Separate the pentane layer and concentrate in vacuo to give methyl 2,2-dimethyl-3-oxo-propanoate (31.93 g, quantitative). 1H NMR (d6-DMSO) δ 9.59 (s, 1H), 3.67 (s, 3H), 1.26 (s, 6H).